From a dataset of the Open Reaction Database (ORD), a public repository of structured organic reaction records. describe an organic reaction: reactants, conditions, products, and yield Starting materials: C(C)(C)NC1=NC=C(C(=N1)C)C(=O)OC (2-isopropylamino-4-methyl-5-methoxycarbonylpyrimidine), C(\C=C/C(=O)O)(=O)O (maleic acid). Run in C(C)O (ethanol), C(Cl)(Cl)Cl (chloroform). Conditions: time 3 hour. Yields the product C(\C=C/C(=O)O)(=O)O.C(C)(C)NC1=NC=C(C(=N1)C)C(=O)OC (2-Isopropylamino-4-Methyl-5-Methoxycarbonylpyrimidine Maleate). Isolated yield 83.0%. As a reaction SMILES: [CH:1]([NH:4][C:5]1[N:10]=[C:9]([CH3:11])[C:8]([C:12]([O:14][CH3:15])=[O:13])=[CH:7][N:6]=1)([CH3:3])[CH3:2].[C:16]([OH:23])(=[O:22])/[CH:17]=[CH:18]\[C:19]([OH:21])=[O:20]>C(O)C.C(Cl)(Cl)Cl>[C:16]([OH:23])(=[O:22])/[CH:17]=[CH:18]\[C:19]([OH:21])=[O:20].[CH:1]([NH:4][C:5]1[N:10]=[C:9]([CH3:11])[C:8]([C:12]([O:14][CH3:15])=[O:13])=[CH:7][N:6]=1)([CH3:2])[CH3:3] |f:4.5|. Procedure details: 2.48 g (11.9 g mmoles) of 2-isopropylamino-4-methyl-5-methoxycarbonylpyrimidine and 1.38 g (11.9 mmoles) of maleic acid were dissolved in a mixture of 20 ml of ethanol and 20 ml of chloroform, and the solution was stirred for 3 hours. The solvents were evaporated, and ether was added for crystallization at 0° C. The desired product was obtained in an amount of 3.21 g (yield 83%) as pale yellow crystals. The reactants are ClC1=C(C(=O)O)C(=CC=N1)C1=CC(=CC=C1)F (2-chloro-4-(3-fluorophenyl)nicotinic acid), S(=O)(Cl)Cl (thionyl chloride). Run in O1CCCC1 (tetrahydrofuran). Run at time 3 hour. Yields the product ClC1=NC=CC(=C1CO)C1=CC(=CC=C1)F ([2-chloro-4-(3-fluorophenyl)pyridin-3-yl]methanol). Yield: 38.8%. RXN SMILES: [Cl:1][C:2]1[N:10]=[CH:9][CH:8]=[C:7]([C:11]2[CH:16]=[CH:15][CH:14]=[C:13]([F:17])[CH:12]=2)[C:3]=1[C:4](O)=[O:5].S(Cl)(Cl)=O>O1CCCC1>[Cl:1][C:2]1[C:3]([CH2:4][OH:5])=[C:7]([C:11]2[CH:16]=[CH:15][CH:14]=[C:13]([F:17])[CH:12]=2)[CH:8]=[CH:9][N:10]=1. Procedure: To a solution of 2-chloro-4-(3-fluorophenyl)nicotinic acid (8.37 g) in tetrahydrofuran (70 ml) was added thionyl chloride (11.9 g), and the mixture was heated under reflux for 2.5 hrs. The reaction mixture was concentrated and the obtained residue was dissolved in tetrahydrofuran (50 ml). This solution was added dropwise to an ice-cooled aqueous sodium borohydride (4.58 g) solution, and the mixture was stirred at room temperature for 3 hrs. The reaction mixture was extracted with ethyl acetate, ... Yields the product O=C(O)C(F)(F)F, N#Cc1ccc(C(=O)Nc2ccc(Cl)c(C(=O)Nc3cnc(Nc4ccc(S(=O)(=O)C5CCNCC5)cc4)nc3)c2)cc1. The reactants are CC(C)(C)OC(=O)N1CCC(S(=O)(=O)c2ccc(Nc3ncc(NC(=O)c4cc(NC(=O)c5ccc(C#N)cc5)ccc4Cl)cn3)cc2)CC1, ClCCl, O=C(O)C(F)(F)F. As a reaction SMILES: [C:1]([O:2][C:3](=[O:4])[N:8]1[CH2:9][CH2:10][CH:11]([S:14](=[O:15])(=[O:16])[c:17]2[cH:18][cH:19][c:20]([NH:23][c:24]3[n:25][cH:26][c:27]([NH:30][C:31]([c:32]4[c:33]([Cl:49])[cH:34][cH:35][c:36]([NH:38][C:39]([c:40]5[cH:41][cH:42][c:43]([C:46]#[N:47])[cH:44][cH:45]5)=[O:48])[cH:37]4)=[O:50])[cH:28][n:29]3)[cH:21][cH:22]2)[CH2:12][CH2:13]1)([CH3:5])([CH3:6])[CH3:7].[Cl:58][CH2:59][Cl:60].[F:51][C:52]([C:53](=[O:54])[OH:55])([F:56])[F:57]>>[F:51][C:52]([C:53](=[O:54])[OH:55])([F:56])[F:57].[NH:8]1[CH2:9][CH2:10][CH:11]([S:14](=[O:15])(=[O:16])[c:17]2[cH:18][cH:19][c:20]([NH:23][c:24]3[n:25][cH:26][c:27]([NH:30][C:31]([c:32]4[c:33]([Cl:49])[cH:34][cH:35][c:36]([NH:38][C:39]([c:40]5[cH:41][cH:42][c:43]([C:46]#[N:47])[cH:44][cH:45]5)=[O:48])[cH:37]4)=[O:50])[cH:28][n:29]3)[cH:21][cH:22]2)[CH2:12][CH2:13]1. The reactants are COC(CC(CCCCl)=O)=O (6-Chloro-3-oxo-hexanoic Acid Methyl Ester), Ru2Cl4-[(S)-Segphos]2(NEt)3, [H][H] (hydrogen). The solvent is CO (methanol). Product: COC(CC(CCCCl)O)=O (6-chloro-3-hydroxy-hexanoic acid methyl ester). The yield is 44.0%. RXN SMILES: [CH3:1][O:2][C:3](=[O:11])[CH2:4][C:5](=[O:10])[CH2:6][CH2:7][CH2:8][Cl:9].[H][H]>CO>[CH3:1][O:2][C:3](=[O:11])[CH2:4][CH:5]([OH:10])[CH2:6][CH2:7][CH2:8][Cl:9]. Procedure details: A 214.9 g portion of the above-mentioned crude 6-chloro-3-oxo-hexanoic acid methyl ester (1), Ru2Cl4-[(S)-Segphos]2(NEt)3 (60.7 mg, 0.0725×10−3 mol) and methanol (130 ml) were put into a 500 ml capacity autoclave and stirred with hydrogen (3 MPa) at 65 to 70° C. for 6 hours. After completion of the reaction, the solvent was evaporated under a reduced pressure using an evaporator, and then the residue was distilled under a reduced pressure (75 to 85° C./0.1 ton) to obtain 6-chloro-3-hydroxy-hexan...